From a dataset of the Open Reaction Database (ORD), a public repository of structured organic reaction records. describe an organic reaction: reactants, conditions, products, and yield Starting materials: [C+4], CN(C)CCN1CCC(N(C)C(=O)Nc2cc(Oc3ccc(NC(=O)OCc4ccccc4)c(F)c3)ccn2)CC1, C1CCOC1, [OH-], [OH-], [OH-], [OH-], [OH-], [OH-], [Pd+2]. Yields the product CN(C)CCN1CCC(N(C)C(=O)Nc2cc(Oc3ccc(N)c(F)c3)ccn2)CC1. As a reaction SMILES: [C+4:47].[CH3:1][N:2]([CH2:3][CH2:4][N:5]1[CH2:6][CH2:7][CH:8]([N:11]([C:12]([NH:13][c:14]2[n:15][cH:16][cH:17][c:18]([O:20][c:21]3[cH:22][c:23]([F:38])[c:24]([NH:27][C:28](=[O:29])[O:30][CH2:31][c:32]4[cH:33][cH:34][cH:35][cH:36][cH:37]4)[cH:25][cH:26]3)[cH:19]2)=[O:39])[CH3:40])[CH2:9][CH2:10]1)[CH3:41].[O:42]1[CH2:43][CH2:44][CH2:45][CH2:46]1.[OH-:48].[OH-:50].[OH-:51].[OH-:52].[OH-:53].[OH-:54].[Pd+2:49]>>[CH3:1][N:2]([CH2:3][CH2:4][N:5]1[CH2:6][CH2:7][CH:8]([N:11]([C:12]([NH:13][c:14]2[n:15][cH:16][cH:17][c:18]([O:20][c:21]3[cH:22][c:23]([F:38])[c:24]([NH2:27])[cH:25][cH:26]3)[cH:19]2)=[O:39])[CH3:40])[CH2:9][CH2:10]1)[CH3:41]. Reactants: Cc1onc(-c2ccc(Br)cc2)c1-c1ccccc1, CC(=O)[O-], [Li]CCCC, NOS(=O)(=O)O, [Na+], O=S=O, C1CCOC1, O. RXN SMILES: [CH3:1][c:2]1[c:3](-[c:14]2[cH:15][cH:16][cH:17][cH:18][cH:19]2)[c:4](-[c:7]2[cH:8][cH:9][c:10]([Br:13])[cH:11][cH:12]2)[n:5][o:6]1.[CH3:29][C:30](=[O:31])[O-:32].[Li:20][CH2:21][CH2:22][CH2:23][CH3:24].[NH2:33][O:34][S:35]([OH:36])(=[O:37])=[O:38].[Na+:28].[O:25]=[S:26]=[O:27].[O:40]1[CH2:41][CH2:42][CH2:43][CH2:44]1.[OH2:39]>>[CH3:1][c:2]1[c:3](-[c:14]2[cH:15][cH:16][cH:17][cH:18][cH:19]2)[c:4](-[c:7]2[cH:8][cH:9][c:10]([S:26](=[O:25])(=[O:27])[NH2:33])[cH:11][cH:12]2)[n:5][o:6]1. The product is Cc1onc(-c2ccc(S(N)(=O)=O)cc2)c1-c1ccccc1. Starting materials: COc2ccc1ccccc1c2 (substrate), Cc1c([Mg]Br)cccc1 (effective_coupling_partner). The reagents and catalysts are ItBu. Conditions: temperature 60 celsius, time 24 hour. Yields the product c3cc(C)c(c2ccc1ccccc1c2)cc3. Starting materials: COC(=O)Cc1ccc(Cc2nc3c(-c4cnc5ccccc5c4)cnn3c(N(COCC[Si](C)(C)C)COCC[Si](C)(C)C)c2Br)cc1, O=C(O)C(F)(F)F, O. Product: COC(=O)Cc1ccc(Cc2nc3c(-c4cnc5ccccc5c4)cnn3c(N)c2Br)cc1. RXN SMILES: [CH3:1][Si:2]([CH3:3])([CH3:4])[CH2:5][CH2:6][O:40][CH2:41][N:7]([c:8]1[c:9]([Br:39])[c:10]([CH2:27][c:28]2[cH:29][cH:30][c:31]([CH2:34][C:35](=[O:36])[O:37][CH3:38])[cH:32][cH:33]2)[n:11][c:12]2[n:13]1[n:14][cH:15][c:16]2-[c:17]1[cH:18][n:19][c:20]2[cH:21][cH:22][cH:23][cH:24][c:25]2[cH:26]1)[CH2:42][O:43][CH2:44][CH2:45][Si:46]([CH3:47])([CH3:48])[CH3:49].[F:50][C:51]([F:52])([F:53])[C:54]([OH:55])=[O:56].[OH2:57]>>[NH2:7][c:8]1[c:9]([Br:39])[c:10]([CH2:27][c:28]2[cH:29][cH:30][c:31]([CH2:34][C:35](=[O:36])[O:37][CH3:38])[cH:32][cH:33]2)[n:11][c:12]2[n:13]1[n:14][cH:15][c:16]2-[c:17]1[cH:18][n:19][c:20]2[cH:21][cH:22][cH:23][cH:24][c:25]2[cH:26]1. The yield is 81.0%. Conditions: time 15 minute. Run in O (water). The product is C(C1=CC=CC=C1)[C@]1(N2C([C@@H]([C@H]2[S@](C1(C)C)=O)Br)=O)C(N)=O ((2S,4S,5R,6S)-2-benzyl-carbamoyl-6-bromo-3,3-dimethyl-7-oxo-4-thia-1-azabicyclo[3.2.0]heptane-4-oxide). Reaction SMILES: [CH2:1]([C@:8]1([C:21](=[O:23])[NH2:22])[C:14]([CH3:16])([CH3:15])[S@@:13](=[O:17])[C@H:12]2[N:9]1[C:10](=[O:20])[C:11]2(Br)[Br:18])[C:2]1[CH:7]=[CH:6][CH:5]=[CH:4][CH:3]=1.C(Cl)Cl>O>[CH2:1]([C@:8]1([C:21](=[O:23])[NH2:22])[C:14]([CH3:16])([CH3:15])[S@:13](=[O:17])[C@H:12]2[N:9]1[C:10](=[O:20])[C@@H:11]2[Br:18])[C:2]1[CH:7]=[CH:6][CH:5]=[CH:4][CH:3]=1. Procedure: To a cold (0° C.) solution of (2S,4R,5R)-2-benzyl-carbamoyl-6,6-dibromo-3,3-dimethyl-7-oxo-4-thia-1-azabicyclo[3.2.0]heptane-4-oxide (1160 mg, 2.5 mmole) in dry methylene chloride (30 ml) triphenyl phosphine (837 mg, 5 mmole) was added and it was stirred for 15 minutes. The reaction mixture was treated with water and the layers were separated. The organic layer was washed with water, then with a saturated sodium hydrogen carbonate solution and again with water. The evaporation of dry (Na2SO4) or... Reactants: C(C1=CC=CC=C1)[C@]1(N2C(C([C@H]2[S@@](C1(C)C)=O)(Br)Br)=O)C(N)=O ((2S,4R,5R)-2-benzyl-carbamoyl-6,6-dibromo-3,3-dimethyl-7-oxo-4-thia-1-azabicyclo[3.2.0]heptane-4-oxide), C(Cl)Cl (methylene chloride).